Dataset: the Open Reaction Database (ORD), a public repository of structured organic reaction records. Task: describe an organic reaction: reactants, conditions, products, and yield Reactants: C(C)OC(=O)CC1=CC=C(C=C1)NC(C(COS(=O)(=O)C)NS(=O)(=O)C1=CC=C(C=C1)F)=O ((RS)-N-(4-(ethoxycarbonylmethyl)phenyl)-2-(4-fluorobenzenesulfonylamino)-3-methanesulfonyloxypropanamide), ClC=1C=C(C=CC1)O (3-chlorophenol). Yields the product ClC=1C=C(OCC(C(=O)NC2=CC=C(C=C2)CC(=O)OCC)NS(=O)(=O)C2=CC=C(C=C2)F)C=CC1 ((RS)-3-(3-chlorophenoxy)-N-(4-(ethoxycarbonylmethyl)phenyl)-2-(4-fluorobenzenesulfonylamino)propanamide). RXN SMILES: [CH2:1]([O:3][C:4]([CH2:6][C:7]1[CH:12]=[CH:11][C:10]([NH:13][C:14](=[O:33])[CH:15]([NH:22][S:23]([C:26]2[CH:31]=[CH:30][C:29]([F:32])=[CH:28][CH:27]=2)(=[O:25])=[O:24])[CH2:16][O:17]S(C)(=O)=O)=[CH:9][CH:8]=1)=[O:5])[CH3:2].[Cl:34][C:35]1[CH:36]=[C:37](O)[CH:38]=[CH:39][CH:40]=1>>[Cl:34][C:35]1[CH:40]=[C:39]([CH:38]=[CH:37][CH:36]=1)[O:17][CH2:16][CH:15]([NH:22][S:23]([C:26]1[CH:31]=[CH:30][C:29]([F:32])=[CH:28][CH:27]=1)(=[O:25])=[O:24])[C:14]([NH:13][C:10]1[CH:11]=[CH:12][C:7]([CH2:6][C:4]([O:3][CH2:1][CH3:2])=[O:5])=[CH:8][CH:9]=1)=[O:33]. Procedure details: The procedure described in Example 125 was repeated, except that (RS)-N-(4-(ethoxycarbonylmethyl)phenyl)-2-(4-fluorobenzenesulfonylamino)-3-methanesulfonyloxypropanamide (310 mg) was reacted with 3-chlorophenol (125 μl) to obtain (RS)-3-(3-chlorophenoxy)-N-(4-(ethoxycarbonylmethyl)phenyl)-2-(4-fluorobenzenesulfonylamino)propanamide (257.24 mg). The reactants are COC1=NS(=O)(=O)N=C1NCCSCc1nc[nH]c1C, Cc1[nH]cnc1CSCCN, CO, N=C(N)Nc1nc(CSCCN)cs1. Yields the product Cc1[nH]cnc1CSCCNC1=NS(=O)(=O)N=C1NCCSCc1csc(NC(=N)N)n1. RXN SMILES: [CH3:1][c:2]1[c:3]([CH2:7][S:8][CH2:9][CH2:10][NH:11][C:12]2=[N:13][S:14](=[O:19])(=[O:20])[N:15]=[C:16]2[O:17][CH3:18])[n:4][cH:5][nH:6]1.[CH3:21][c:22]1[nH:23][cH:24][n:25][c:26]1[CH2:27][S:28][CH2:29][CH2:30][NH2:31].[CH3:46][OH:47].[NH:32]([C:33](=[NH:34])[NH2:35])[c:36]1[s:37][cH:38][c:39]([CH2:41][S:42][CH2:43][CH2:44][NH2:45])[n:40]1>>[CH3:1][c:2]1[c:3]([CH2:7][S:8][CH2:9][CH2:10][NH:11][C:12]2=[N:13][S:14](=[O:19])(=[O:20])[N:15]=[C:16]2[NH:45][CH2:44][CH2:43][S:42][CH2:41][c:39]2[cH:38][s:37][c:36]([NH:32][C:33](=[NH:34])[NH2:35])[n:40]2)[n:4][cH:5][nH:6]1. Starting materials: ClCC(=O)N (2-chloroacetamide), BrC=1C=C(C=CC1)O (3-bromophenol), C([O-])([O-])=O.[K+].[K+] (potassium carbonate), [I-].[K+] (potassium iodide). The solvent is C(C)#N (acetonitrile). Run at time 72 hour. The product is BrC=1C=C(OCC(=O)N)C=CC1 (2-(3-Bromophenoxy)-acetamide). Isolated yield 103.8%. As a reaction SMILES: Cl[CH2:2][C:3]([NH2:5])=[O:4].[Br:6][C:7]1[CH:8]=[C:9]([OH:13])[CH:10]=[CH:11][CH:12]=1.C(=O)([O-])[O-].[K+].[K+].[I-].[K+]>C(#N)C>[Br:6][C:7]1[CH:8]=[C:9]([CH:10]=[CH:11][CH:12]=1)[O:13][CH2:2][C:3]([NH2:5])=[O:4] |f:2.3.4,5.6|. Procedure: A mixture of 2-chloroacetamide (5.6 g), 3-bromophenol (10 g), potassium carbonate (8.3 g) and potassium iodide (1 g) in acetonitrile was stirred at room temperature for 72 hours. The resulting mixture was filtered, and the solids washed with ethyl acetate, and then water. The dried solids were recrystallised from boiling ethanol: water(8:2) to give the sub-title compound as a solid (13.8 g). Starting materials: NC1=NC=C(C=C1CO)C1=CC(=C(C=C1)NC(C)(C)C)N ([2-amino-5-(3-amino-4-tert-butylamino-phenyl)-pyridin-3-yl]-methanol), N1(N=CN=C1)C1=C(C=O)C=CC=C1 (2-[1,2,4]-triazol-1-yl-benzaldehyde), OOS(=O)[O-].[K+] (Oxone), S(=S)(=O)([O-])[O-].[Na+].[Na+] (sodium thiosulfate). Run in CN(C)C=O (DMF), O (H2O). Reaction conditions: time 4 hour. Yields the product NC1=NC=C(C=C1CO)C1=CC2=C(N(C(=N2)C2=C(C=CC=C2)N2N=CN=C2)C(C)(C)C)C=C1 ({2-Amino-5-[1-tert-butyl-2-(2-1,2,4-triazol-1-yl-phenyl)-1H-benzimidazol-5-yl]-pyridin-3-yl}-methanol). Isolated yield 10.4%. RXN SMILES: [NH2:1][C:2]1[C:7]([CH2:8][OH:9])=[CH:6][C:5]([C:10]2[CH:15]=[CH:14][C:13]([NH:16][C:17]([CH3:20])([CH3:19])[CH3:18])=[C:12]([NH2:21])[CH:11]=2)=[CH:4][N:3]=1.[N:22]1([C:27]2[CH:34]=[CH:33][CH:32]=[CH:31][C:28]=2[CH:29]=O)[CH:26]=[N:25][CH:24]=[N:23]1.OOS([O-])=O.[K+].S([O-])([O-])(=O)=S.[Na+].[Na+]>CN(C=O)C.O>[NH2:1][C:2]1[C:7]([CH2:8][OH:9])=[CH:6][C:5]([C:10]2[CH:15]=[CH:14][C:13]3[N:16]([C:17]([CH3:18])([CH3:20])[CH3:19])[C:29]([C:28]4[CH:31]=[CH:32][CH:33]=[CH:34][C:27]=4[N:22]4[CH:26]=[N:25][CH:24]=[N:23]4)=[N:21][C:12]=3[CH:11]=2)=[CH:4][N:3]=1 |f:2.3,4.5.6|. Procedure details: To a solution of [2-amino-5-(3-amino-4-tert-butylamino-phenyl)-pyridin-3-yl]-methanol (100 mg, 0.35 mmol) in DMF (5 mL) is added 2-[1,2,4]-triazol-1-yl-benzaldehyde (73 mg, 0.42 mmol) at room temperature. Oxone (215 mg, 0.35 mmol) in H2O (1 mL) is added and the solution is stirred for 4 hours. Saturated sodium thiosulfate solution (5 mL) is added and the mixture is extracted with EtOAc (3×10 mL) and H2O (10 mL). The combined organic layer is dried with MgSO4 and is filtered. The filtrate is conc... Starting materials: C(C)(C)(C)[Li] (tert-butyl-lithium), C(CC)C=1NC=2C(=NC=C(C2C)Br)N1 (2-propyl-6-bromo-7-methylimidazo[4,5-b]pyridine), CN(C=O)C (dimethylformamide). Solvent: C1CCOC1 (THF). Conditions: temperature -78 celsius. Yields the product C(CC)C=1N=C2C(=NC=C(C2C)C=O)N1 (2-propyl-7-methylimidazo[4,5-b]pyridine-6-carboxaldehyde). Reaction SMILES: [CH2:1]([C:4]1[NH:5][C:6]2[C:7]([N:14]=1)=[N:8][CH:9]=[C:10](Br)[C:11]=2[CH3:12])[CH2:2][CH3:3].C([Li])(C)(C)C.CN(C)[CH:22]=[O:23]>C1COCC1>[CH2:1]([C:4]1[N:5]=[C:6]2[CH:11]([CH3:12])[C:10]([CH:22]=[O:23])=[CH:9][N:8]=[C:7]2[N:14]=1)[CH2:2][CH3:3]. Reported procedure: To a cooled (-78° C.) stirred solution of 2-propyl-6-bromo-7-methylimidazo[4,5-b]pyridine (540 mg, 2.15 mmol) in THF (20 mL) was added tert-butyl-lithium (4.40 mL, 1.7M/pentane) over 30 seconds After 45 minutes, dimethylformamide (0.665 mL) was added and after 10 additional minutes the reaction was warmed to RT and quenched with 20% aqueous 4 NH4Cl. Extractive workup EtOAc (4×10 mL) and purification (SiO2, 4% MeOH/EtOAc) gave 2-propyl-7-methylimidazo[4,5-b]pyridine-6-carboxaldehyde (350 mg). To ... Starting materials: C(C)(C)N1C=C(C=2C=NC=CC21)C(=O)C=2C=C(C(=NC2)OC)N(C(=O)OC(C)(C)C)C(=O)OC(C)(C)C (di-tert-butyl {5-[(1-isopropyl-1H-pyrrolo[3,2-c]pyridin-3-yl)carbonyl]-2-methoxypyridin-3-yl}imidodicarbonate), C(=O)(C(F)(F)F)O (TFA), C(=O)(O)[O-].[Na+] (NaHCO3). Solvent: C(Cl)Cl (DCM). Product: NC=1C=C(C=NC1OC)C(=O)C1=CN(C2=C1C=NC=C2)C(C)C ((5-amino-6-methoxypyridin-3-yl)(1-isopropyl-1H-pyrrolo[3,2-c]pyridin-3-yl)methanone). Reaction SMILES: [CH:1]([N:4]1[C:12]2[CH:11]=[CH:10][N:9]=[CH:8][C:7]=2[C:6]([C:13]([C:15]2[CH:16]=[C:17]([N:23](C(OC(C)(C)C)=O)C(OC(C)(C)C)=O)[C:18]([O:21][CH3:22])=[N:19][CH:20]=2)=[O:14])=[CH:5]1)([CH3:3])[CH3:2].C(O)(C(F)(F)F)=O.C([O-])(O)=O.[Na+]>C(Cl)Cl>[NH2:23][C:17]1[CH:16]=[C:15]([C:13]([C:6]2[C:7]3[CH:8]=[N:9][CH:10]=[CH:11][C:12]=3[N:4]([CH:1]([CH3:3])[CH3:2])[CH:5]=2)=[O:14])[CH:20]=[N:19][C:18]=1[O:21][CH3:22] |f:2.3|. Procedure: To a solution of di-tert-butyl {5-[(1-isopropyl-1H-pyrrolo[3,2-c]pyridin-3-yl)carbonyl]-2-methoxypyridin-3-yl}imidodicarbonate (Preparation 32, 250 mg, 0.5 mmol) in DCM (2.5 mL) at 0° C. was added TFA (0.75 mL) dropwise and the reaction stirred warming to room temperature for 5 hours. The reaction was basified by the addition of saturated aqueous NaHCO3 solution and extracted into DCM (3×30 mL). The organic layers were combined, dried over sodium sulphate and concentrated in vacuo. The residue w... The reactants are ClC(C(=O)N1C(O[C@@H]([C@H]1CF)C1=CC=C(C=C1)I)(C)C)Cl (2,2-dichloro-1-((4S,5R)-4-(fluoromethyl)-5-(4-iodophenyl)-2,2-dimethyloxazolidin-3-yl)ethanone), OCC1=CC=C(C=N1)B(O)O ((6-(hydroxymethyl)pyridin-3-yl)boronic acid). The product is ClC(C(=O)N1C(O[C@@H]([C@H]1CF)C1=CC=C(C=C1)C=1C=NC(=CC1)CO)(C)C)Cl (2,2-dichloro-1-((4S,5R)-4-(fluoromethyl)-5-(4-(6-(hydroxymethyl)pyridin-3-yl)phenyl)-2,2-dimethyloxazolidin-3-yl)ethanone). As a reaction SMILES: [Cl:1][CH:2]([Cl:21])[C:3]([N:5]1[C@H:9]([CH2:10][F:11])[C@@H:8]([C:12]2[CH:17]=[CH:16][C:15](I)=[CH:14][CH:13]=2)[O:7][C:6]1([CH3:20])[CH3:19])=[O:4].[OH:22][CH2:23][C:24]1[N:29]=[CH:28][C:27](B(O)O)=[CH:26][CH:25]=1>>[Cl:1][CH:2]([Cl:21])[C:3]([N:5]1[C@H:9]([CH2:10][F:11])[C@@H:8]([C:12]2[CH:17]=[CH:16][C:15]([C:27]3[CH:28]=[N:29][C:24]([CH2:23][OH:22])=[CH:25][CH:26]=3)=[CH:14][CH:13]=2)[O:7][C:6]1([CH3:20])[CH3:19])=[O:4]. Procedure: Following the general procedure of Example 1—Step 1 and making non-critical variations but using 2,2-dichloro-1-((4S,5R)-4-(fluoromethyl)-5-(4-iodophenyl)-2,2-dimethyloxazolidin-3-yl)ethanone and (6-(hydroxymethyl)pyridin-3-yl)boronic acid as starting materials the title compound is obtained (800 mg): m/z (Cl) M−H 426.1. Reactants: ClCCl, COc1cc2c(Cl)cnnc2cc1O, OCCCN1CCCC1, CCOC(=O)N=NC(=O)OCC, c1ccc(P(c2ccccc2)c2ccccc2)cc1. Yields the product COc1cc2c(Cl)cnnc2cc1OCCCN1CCCC1. RXN SMILES: [CH2:55]([Cl:56])[Cl:57].[Cl:1][c:2]1[cH:3][n:4][n:5][c:6]2[cH:7][c:8]([OH:14])[c:9]([O:12][CH3:13])[cH:10][c:11]12.[N:34]1([CH2:39][CH2:40][CH2:41][OH:42])[CH2:35][CH2:36][CH2:37][CH2:38]1.[O:43]=[C:44]([O:45][CH2:46][CH3:47])[N:48]=[N:49][C:50]([O:51][CH2:52][CH3:53])=[O:54].[c:15]1([P:16]([c:17]2[cH:18][cH:19][cH:20][cH:21][cH:22]2)[c:23]2[cH:24][cH:25][cH:26][cH:27][cH:28]2)[cH:29][cH:30][cH:31][cH:32][cH:33]1>>[Cl:1][c:2]1[cH:3][n:4][n:5][c:6]2[cH:7][c:8]([O:14][CH2:41][CH2:40][CH2:39][N:34]3[CH2:35][CH2:36][CH2:37][CH2:38]3)[c:9]([O:12][CH3:13])[cH:10][c:11]12.